From a dataset of the Open Reaction Database (ORD), a public repository of structured organic reaction records. describe an organic reaction: reactants, conditions, products, and yield The reactants are S(=O)(Cl)Cl (Thionylchloride), CC1=NC=C(C(=S)O)C=C1 (6-methylthionicotinic acid), Cl (hydrogen chloride). The product is CC1=NC=C(C(=S)Cl)C=C1 (6-methylthionicotinoylchloride). As a reaction SMILES: S(Cl)(Cl)=O.[CH3:5][C:6]1[CH:14]=[CH:13][C:9]([C:10](O)=[S:11])=[CH:8][N:7]=1.[ClH:15]>>[CH3:5][C:6]1[CH:14]=[CH:13][C:9]([C:10]([Cl:15])=[S:11])=[CH:8][N:7]=1. Reported procedure: Thionylchloride (23.8 g) was added to 6-methylthionicotinic acid (15.3 g) (from the above referential example 1a). The reaction mixture was gradually heated with stirring and refluxed until the generation of hydrogen chloride ceased. 6-methylthionicotinoylchloride was stoichiometricly obtained by distilling off excess thionylchloride under reduced pressure. 6-methylthionicotinoylchloride dissolved in ether was added dropwise to 20% aqueous solution of sodium borohydride (6.5 g) at 0°~10° C. Afte... Starting materials: C(C)(C)(C)OC(=O)N[C@@H]1CC2=CC(=CC=C2CC1)CCC(=O)OCC (Ethyl (S)-3-[2-(tert-butoxycarbonylamino)-1,2,3,4-tetrahydronaphthalen-7-yl]propionate), C(C)O.Cl (hydrogen chloride ethanol). Solvent: C(C)O (ethanol). The product is N[C@@H]1CC2=CC(=CC=C2CC1)CCC(=O)OCC (ethyl (S)-3-(2-amino-1,2,3,4-tetrahydronaphthalen-7-yl)propionate). Isolated yield 100.3%. RXN SMILES: C(OC([NH:8][C@H:9]1[CH2:18][CH2:17][C:16]2[C:11](=[CH:12][C:13]([CH2:19][CH2:20][C:21]([O:23][CH2:24][CH3:25])=[O:22])=[CH:14][CH:15]=2)[CH2:10]1)=O)(C)(C)C.C(O)C.Cl>C(O)C>[NH2:8][C@H:9]1[CH2:18][CH2:17][C:16]2[C:11](=[CH:12][C:13]([CH2:19][CH2:20][C:21]([O:23][CH2:24][CH3:25])=[O:22])=[CH:14][CH:15]=2)[CH2:10]1 |f:1.2|. Procedure: Ethyl (S)-3-[2-(tert-butoxycarbonylamino)-1,2,3,4-tetrahydronaphthalen-7-yl]propionate (1.47 g) was dissolved in ethanol (21 ml), and 3 M hydrogen chloride ethanol solution (4 ml) was added to the solution at room temperature with stirring. After reaction for 20 hours, the reaction mixture was concentrated in vacuo. A saturated aqueous sodium bicarbonate solution (50 ml) and dichloromethane (10 ml) were added to the residue, and the resulting mixture was stirred for an hour at room temperature. ... The reactants are CC(C)(C)OC(=O)NCC(=O)O, CCOC(C)=O, C(=NC1CCCCC1)=NC1CCCCC1, Oc1cc(Cl)c(Cl)cc1Cl. Yields the product CC(C)(C)OC(=O)NCC(=O)Oc1cc(Cl)c(Cl)cc1Cl. RXN SMILES: [C:1]([CH3:2])([CH3:3])([CH3:4])[O:5][C:6](=[O:7])[NH:8][CH2:9][C:10](=[O:11])[OH:12].[CH3:38][CH2:39][O:40][C:41](=[O:42])[CH3:43].[CH:23]1([N:24]=[C:25]=[N:26][CH:27]2[CH2:28][CH2:29][CH2:30][CH2:31][CH2:32]2)[CH2:33][CH2:34][CH2:35][CH2:36][CH2:37]1.[OH:13][c:14]1[cH:15][c:16]([Cl:17])[c:18]([Cl:19])[cH:20][c:21]1[Cl:22]>>[C:1]([CH3:2])([CH3:3])([CH3:4])[O:5][C:6](=[O:7])[NH:8][CH2:9][C:10]([O:11][c:14]1[cH:15][c:16]([Cl:17])[c:18]([Cl:19])[cH:20][c:21]1[Cl:22])=[O:12]. Starting materials: ClC1=C(C(=C2NC(C(NC2=C1)=O)=O)[N+](=O)[O-])C (7-chloro-1,4-dihydro-6-methyl-5-nitroquinoxaline-2,3-dione), O.O.[Sn](Cl)Cl (tin (II) chloride dihydrate). Run in C(C)O (ethanol). Yields the product NC1=C2NC(C(NC2=CC(=C1C)Cl)=O)=O (5-Amino-7-chloro-1,4-dihydro-6-methylquinoxaline-2,3-dione). As a reaction SMILES: [Cl:1][C:2]1[CH:11]=[C:10]2[C:5]([NH:6][C:7](=[O:13])[C:8](=[O:12])[NH:9]2)=[C:4]([N+:14]([O-])=O)[C:3]=1[CH3:17].O.O.[Sn](Cl)Cl>C(O)C>[NH2:14][C:4]1[C:3]([CH3:17])=[C:2]([Cl:1])[CH:11]=[C:10]2[C:5]=1[NH:6][C:7](=[O:13])[C:8](=[O:12])[NH:9]2 |f:1.2.3|. Procedure: A suspension of 7-chloro-1,4-dihydro-6-methyl-5-nitroquinoxaline-2,3-dione (0.050 g, 0.20 mmol) and tin (II) chloride dihydrate (0.133 g, 0.60 mmol) in ethanol (1.0 mL) was refluxed for 6 h. The suspension was then cooled to room temperature and the solid was collected by vacuum filtration, washed with ethanol (1 mL), and dried further under vacuum to obtain 0.036 g (82%) pure (HPLC) title compound as an off-white solid; mp-darkens at 323° C.; 1H NMR (DMSO-d6) δ 2.09 (s, 3H), 5.47 (s, 2H), 6.46 ... Starting materials: N1N=CC2=CC(=CC=C12)OC1=C(C(=O)OC)C=CC=C1 (methyl 2-(1H-indazol-5-yloxy)benzoate), [H-].[Al+3].[Li+].[H-].[H-].[H-] (lithium aluminum hydride), O (Water), [OH-].[Na+] (sodium hydroxide), O (water). Run in O1CCCC1 (tetrahydrofuran). Run at temperature 0 celsius, time 30 minute. Product: N1N=CC2=CC(=CC=C12)OC1=C(C=CC=C1)CO ([2-(1H-indazol-5-yloxy)phenyl]methanol). The yield is 64.7%. RXN SMILES: [NH:1]1[C:9]2[C:4](=[CH:5][C:6]([O:10][C:11]3[CH:20]=[CH:19][CH:18]=[CH:17][C:12]=3[C:13](OC)=[O:14])=[CH:7][CH:8]=2)[CH:3]=[N:2]1.[H-].[Al+3].[Li+].[H-].[H-].[H-].O.[OH-].[Na+]>O1CCCC1>[NH:1]1[C:9]2[C:4](=[CH:5][C:6]([O:10][C:11]3[CH:20]=[CH:19][CH:18]=[CH:17][C:12]=3[CH2:13][OH:14])=[CH:7][CH:8]=2)[CH:3]=[N:2]1 |f:1.2.3.4.5.6,8.9|. Reported procedure: The methyl 2-(1H-indazol-5-yloxy)benzoate (95.6 g, 0.36 mmol) obtained in Example 478 was dissolved in tetrahydrofuran (5 ml), and lithium aluminum hydride (44.1 mg, 1.07 mmol) was added thereto at 0° C. and stirred for 30 minutes. Water (0.3 ml), a 2N-aqueous sodium hydroxide solution (0.6 ml) and water (0.9 ml) was added dropwise thereto in that order, and the precipitate formed was removed by filtration. A saturated aqueous sodium hydrogencarbonate solution was added to the filtrate, followed... The reactants are ClCCOC1=CC=C(C(=O)C2=CC=C(CSC3=NC4=CC=CC(=C4C(N3C)=O)C)C=C2)C=C1 (2-[4-[4-(2-chloroethoxy)benzoyl]-benzylthio]-3,5-dimethyl-4(3H)-quinazolinone), CN(CCN)C (2-dimethylaminoethylamine). Run in CN(C)C=O (DMF). Product: Cl.Cl.CN1C(=NC2=CC=CC(=C2C1=O)C)SCC1=CC=C(C=C1)C(C1=CC=C(C=C1)OCCNCCN(C)C)=O (3,5-Dimethyl-2-[4-[4-[2-(2-dimethylaminoethylamino)ethoxy]benzoyl]benzylthio]-4(3H)-quinazolinone dihydrochloride). Reaction SMILES: [Cl:1][CH2:2][CH2:3][O:4][C:5]1[CH:33]=[CH:32][C:8]([C:9]([C:11]2[CH:31]=[CH:30][C:14]([CH2:15][S:16][C:17]3[N:26]([CH3:27])[C:25](=[O:28])[C:24]4[C:19](=[CH:20][CH:21]=[CH:22][C:23]=4[CH3:29])[N:18]=3)=[CH:13][CH:12]=2)=[O:10])=[CH:7][CH:6]=1.[CH3:34][N:35]([CH3:39])[CH2:36][CH2:37][NH2:38]>CN(C=O)C>[ClH:1].[ClH:1].[CH3:27][N:26]1[C:25](=[O:28])[C:24]2[C:19](=[CH:20][CH:21]=[CH:22][C:23]=2[CH3:29])[N:18]=[C:17]1[S:16][CH2:15][C:14]1[CH:30]=[CH:31][C:11]([C:9](=[O:10])[C:8]2[CH:32]=[CH:33][C:5]([O:4][CH2:3][CH2:2][NH:38][CH2:37][CH2:36][N:35]([CH3:39])[CH3:34])=[CH:6][CH:7]=2)=[CH:12][CH:13]=1 |f:3.4.5|. Procedure details: A solution of 2-[4-[4-(2-chloroethoxy)benzoyl]-benzylthio]-3,5-dimethyl-4(3H)-quinazolinone (237 mg) and 2-dimethylaminoethylamine (1.1 ml) in DMF (5 ml) was stirred at 100° C. for 7 hours. This reaction mixture was concentrated and the residue was purified by silica gel column chromatography (dichloromethane: methanol: aqueous ammonia =9:1:0.1) and treated with hydrogen chloride/ethyl acetate to provide the title compound as colorless solid (104 mg). The reactants are C(C)(=O)OC=1C=C(C=CC1OC(C)=O)C(C(=O)OCC)C (Ethyl 3,4-diacetoxyphenylpropionate), C(CCCCC)NCCCCCC (di-n-hexylamine). Yields the product C(CCCCC)N(C(C(C)C1=CC(=C(C=C1)O)O)=O)CCCCCC (N,N-Di-n-hexyl-3,4-dihydroxyphenylpropionamide). As a reaction SMILES: C([O:4][C:5]1[CH:6]=[C:7]([CH:15]([CH3:21])[C:16]([O:18]CC)=O)[CH:8]=[CH:9][C:10]=1[O:11]C(=O)C)(=O)C.[CH2:22]([NH:28][CH2:29][CH2:30][CH2:31][CH2:32][CH2:33][CH3:34])[CH2:23][CH2:24][CH2:25][CH2:26][CH3:27]>>[CH2:29]([N:28]([CH2:22][CH2:23][CH2:24][CH2:25][CH2:26][CH3:27])[C:16](=[O:18])[CH:15]([C:7]1[CH:8]=[CH:9][C:10]([OH:11])=[C:5]([OH:4])[CH:6]=1)[CH3:21])[CH2:30][CH2:31][CH2:32][CH2:33][CH3:34]. Procedure details: Ethyl 3,4-diacetoxyphenylpropionate and di-n-hexylamine were used to obtain N,N-Di-n-hexyl-3,4-dihydroxyphenylpropionamide by carrying out the same procedures as described in Example 1, as an oily product.